Dataset: the Open Reaction Database (ORD), a public repository of structured organic reaction records. Task: describe an organic reaction: reactants, conditions, products, and yield Reactants: COC(=O)C1C=2N(CCCC1)C=CC2 (methyl-5,6,7,8-tetrahydro-9H-pyrrolo[1,2,a]azepine-9-carboxylate), C(C1=CC=CC=C1)(=O)Cl (benzoyl chloride). The solvent is C=1(C(=CC=CC1)C)C (xylene). Conditions: time 44 hour. The product is COC(=O)C1C=2N(CCCC1)C(=CC2)C(C2=CC=CC=C2)=O (methyl-3-benzoyl-5,6,7,8-tetrahydro-9H-pyrrolo[1,2,a]azepine-9-carboxylate). As a reaction SMILES: [CH3:1][O:2][C:3]([CH:5]1[CH2:11][CH2:10][CH2:9][CH2:8][N:7]2[CH:12]=[CH:13][CH:14]=[C:6]12)=[O:4].[C:15](Cl)(=[O:22])[C:16]1[CH:21]=[CH:20][CH:19]=[CH:18][CH:17]=1>C1(C)C(C)=CC=CC=1>[CH3:1][O:2][C:3]([CH:5]1[CH2:11][CH2:10][CH2:9][CH2:8][N:7]2[C:12]([C:15](=[O:22])[C:16]3[CH:21]=[CH:20][CH:19]=[CH:18][CH:17]=3)=[CH:13][CH:14]=[C:6]12)=[O:4]. Procedure: A solution of the resulting ester (1.2 g., 0.006 moles) in dry xylene (50 ml.) containing benzoyl chloride (1.5 g., 0.01 moles) is heated at reflux temperature, in a nitrogen atmosphere, for 44 hours. The solvent is removed in vacuo and the residue is purified by t.l.c. on silica gel (hexane-ethyl acetate, 3:1) to give a product in 50% yield which, when crystallized from acetone hexane, gives methyl-3-benzoyl-5,6,7,8-tetrahydro-9H-pyrrolo[1,2,a]azepine-9-carboxylate having a m.p. 98°-99° C. Starting materials: C=O (formaldehyde), BrC1=C(C=CC(=C1)Br)O (2,4-dibromophenol), C(C)(C)(C)N (tertiary butylamine). The solvent is O1CCOCC1 (dioxane), O1CCOCC1 (dioxane), O1CCOCC1 (dioxane). Conditions: temperature 15 celsius. Product: OC1=C(CNC(C)(C)C)C=C(C=C1Br)Br (N-(2-hydroxy-3,5-dibromobenzyl)-tert.butylamine). Reaction SMILES: [CH2:1]=O.[C:3]([NH2:7])([CH3:6])([CH3:5])[CH3:4].[Br:8][C:9]1[CH:14]=[C:13]([Br:15])[CH:12]=[CH:11][C:10]=1[OH:16]>O1CCOCC1>[OH:16][C:10]1[C:9]([Br:8])=[CH:14][C:13]([Br:15])=[CH:12][C:11]=1[CH2:1][NH:7][C:3]([CH3:6])([CH3:5])[CH3:4]. Procedure: A mixture of 95 ml of 35% formaldehyde solution and 100 ml of dioxane is dropped into a solution of 80 g of tertiary butylamine in 350 ml of dioxane, cooled to 15° C, with stirring. The mixture is allowed to stand over night, then heated to 80° C. In the course of 4 hours a solution of 252 g of 2,4-dibromophenol in 250 ml of dioxane is dropped thereto, precipitating thereby the main charge of the reaction product. 1 hour after completion of this addition it is cooled, the precipitate is sucked o... The reactants are CN([C@@H]1CN(CC1)C(=O)OC(C)(C)C)C1=NC(=CC2=CC=CC=C12)C1=NNC(N1)=O ((S)-tert-butyl 3-(methyl(3-(5-oxo-4,5-dihydro-1H-1,2,4-triazol-3-yl)isoquinolin-1-yl)amino)pyrrolidine-1-carboxylate), C(=O)(C(F)(F)F)O (TFA). Solvent: C(Cl)Cl (DCM). Product: CN(C1=NC(=CC2=CC=CC=C12)C1=NNC(N1)=O)[C@@H]1CNCC1 ((S)-3-(1-(methyl(pyrrolidin-3-yl)amino)isoquinolin-3-yl)-1H-1,2,4-triazol-5(4H)-one). RXN SMILES: [CH3:1][N:2]([C:15]1[C:24]2[C:19](=[CH:20][CH:21]=[CH:22][CH:23]=2)[CH:18]=[C:17]([C:25]2[NH:29][C:28](=[O:30])[NH:27][N:26]=2)[N:16]=1)[C@H:3]1[CH2:7][CH2:6][N:5](C(OC(C)(C)C)=O)[CH2:4]1.C(O)(C(F)(F)F)=O>C(Cl)Cl>[CH3:1][N:2]([C@H:3]1[CH2:7][CH2:6][NH:5][CH2:4]1)[C:15]1[C:24]2[C:19](=[CH:20][CH:21]=[CH:22][CH:23]=2)[CH:18]=[C:17]([C:25]2[NH:29][C:28](=[O:30])[NH:27][N:26]=2)[N:16]=1. Procedure details: To (S)-tert-butyl 3-(methyl(3-(5-oxo-4,5-dihydro-1H-1,2,4-triazol-3-yl)isoquinolin-1-yl)amino)pyrrolidine-1-carboxylate (91 mg, 0.222 mmol) in DCM was added TFA (1.5 mL). After 2 hours the solvent was removed in vacuo to give the title compound, which was used without further purification. The reactants are solution, C(C)(C)[N-]C(C)C.[Li+] (lithium diisopropylamide), C1(CCCC1)=O (cyclopentanone), N1N=C(N=C1)CC1=CC=C(C#N)C=C1 (4-[1-(1,2,4-triazolyl)methyl]benzonitrile), O (water). The solvent is O1CCCC1 (tetrahydrofuran), O1CCCC1 (tetrahydrofuran). Run at time 0.5 hour. Yields the product OC1(CCCC1)C(C1=NNC=N1)C1=CC=C(C#N)C=C1 (4-[1-hydroxycyclopent-1-yl-1-(1,2,4-triazolyl)methyl]benzonitrile). Isolated yield 99.0%. As a reaction SMILES: [NH:1]1[CH:5]=[N:4][C:3]([CH2:6][C:7]2[CH:14]=[CH:13][C:10]([C:11]#[N:12])=[CH:9][CH:8]=2)=[N:2]1.C([N-]C(C)C)(C)C.[Li+].[C:23]1(=[O:28])[CH2:27][CH2:26][CH2:25][CH2:24]1.O>O1CCCC1>[OH:28][C:23]1([CH:6]([C:7]2[CH:14]=[CH:13][C:10]([C:11]#[N:12])=[CH:9][CH:8]=2)[C:3]2[N:4]=[CH:5][NH:1][N:2]=2)[CH2:27][CH2:26][CH2:25][CH2:24]1 |f:1.2|. Procedure details: 5 g of 4-[1-(1,2,4-triazolyl)methyl]benzonitrile is dissolved in 100 ml of tetrahydrofuran and combined at -50° with 20 ml of 1.5-molar solution of lithium diisopropylamide in tetrahydrofuran, stirred for 0.5 hour, further stirred for 1 hour with 2.4 g of cyclopentanone at -70°, and heated to 25°. Then water is added, the mixture is extracted twice with ethyl acetate, washed neutral with water, dried over sodium sulfate, and concentrated to dryness under vacuum, thus obtaining 7.21 g of crude 4-... The reactants are C1CCOC1, CC(=O)NCC1CN(c2ccc(C(=O)c3cccn3COCC[Si](C)(C)C)cc2)C(=O)O1, CCCC[N+](CCCC)(CCCC)CCCC, [F-]. Product: CC(=O)NCC1CN(c2ccc(C(=O)c3ccc[nH]3)cc2)C(=O)O1. RXN SMILES: [CH2:51]1[O:52][CH2:53][CH2:54][CH2:55]1.[CH3:1][Si:2]([CH3:3])([CH3:4])[CH2:5][CH2:6][O:31][CH2:32][n:7]1[c:8]([C:12](=[O:13])[c:14]2[cH:15][cH:16][c:17]([N:20]3[C:21](=[O:30])[O:22][CH:23]([CH2:25][NH:26][C:27]([CH3:28])=[O:29])[CH2:24]3)[cH:18][cH:19]2)[cH:9][cH:10][cH:11]1.[CH3:34][CH2:35][CH2:36][CH2:37][N+:38]([CH2:39][CH2:40][CH2:41][CH3:42])([CH2:43][CH2:44][CH2:45][CH3:46])[CH2:47][CH2:48][CH2:49][CH3:50].[F-:33]>>[nH:7]1[c:8]([C:12](=[O:13])[c:14]2[cH:15][cH:16][c:17]([N:20]3[C:21](=[O:30])[O:22][CH:23]([CH2:25][NH:26][C:27]([CH3:28])=[O:29])[CH2:24]3)[cH:18][cH:19]2)[cH:9][cH:10][cH:11]1.